Dataset: the Open Reaction Database (ORD), a public repository of structured organic reaction records. Task: describe an organic reaction: reactants, conditions, products, and yield Reactants: Cc1nc(C)c(Cc2ccc(N)cc2)s1, CC#N, O=C1OC(=O)c2ccccc21. Product: Cc1nc(C)c(Cc2ccc(NC(=O)c3ccccc3C(=O)O)cc2)s1. RXN SMILES: [CH3:1][c:2]1[s:3][c:4]([CH2:8][c:9]2[cH:10][cH:11][c:12]([NH2:15])[cH:13][cH:14]2)[c:5]([CH3:7])[n:6]1.[CH3:27][C:28]#[N:29].[O:16]=[C:17]1[O:18][C:19](=[O:20])[c:21]2[cH:22][cH:23][cH:24][cH:25][c:26]21>>[CH3:1][c:2]1[s:3][c:4]([CH2:8][c:9]2[cH:10][cH:11][c:12]([NH:15][C:19](=[O:20])[c:21]3[cH:22][cH:23][cH:24][cH:25][c:26]3[C:17](=[O:16])[OH:18])[cH:13][cH:14]2)[c:5]([CH3:7])[n:6]1. Starting materials: C(C)OC(=O)N1CC(C2=NC=3C=CC=CC3C(=C2CC1)C)Cl (5-chloro-1,2,4,5-tetrahydro-11-methyl-3-azepino[4,5-b]quinoline-carboxylic acid ethyl ester), N1CCOCC1 (morpholine). The product is Cl.Cl.C(C)OC(=O)N1CC(C2=NC=3C=CC=CC3C(=C2CC1)C)N1CCOCC1 (5-Morpholino-1,2,4,5-tetrahydro-11-methyl-3-azepino[4,5-b]quinoline-carboxylic acid ethyl ester dihydrochloride). The yield is 51.0%. As a reaction SMILES: [CH2:1]([O:3][C:4]([N:6]1[CH2:20][CH2:19][C:18]2[C:9](=[N:10][C:11]3[CH:12]=[CH:13][CH:14]=[CH:15][C:16]=3[C:17]=2[CH3:21])[CH:8]([Cl:22])[CH2:7]1)=[O:5])[CH3:2].[NH:23]1[CH2:28][CH2:27][O:26][CH2:25][CH2:24]1>>[ClH:22].[ClH:22].[CH2:1]([O:3][C:4]([N:6]1[CH2:20][CH2:19][C:18]2[C:9](=[N:10][C:11]3[CH:12]=[CH:13][CH:14]=[CH:15][C:16]=3[C:17]=2[CH3:21])[CH:8]([N:23]2[CH2:28][CH2:27][O:26][CH2:25][CH2:24]2)[CH2:7]1)=[O:5])[CH3:2] |f:2.3.4|. Reported procedure: 5-Morpholino-1,2,4,5-tetrahydro-11-methyl-3-azepino[4,5-b]quinoline-carboxylic acid ethyl ester dihydrochloride was prepared from 5-chloro-1,2,4,5-tetrahydro-11-methyl-3-azepino[4,5-b]quinoline-carboxylic acid ethyl ester and morpholine analogous to Example 173, but at atmospheric pressure. The reactants are CCO, CO, Cl, [K+], CC1C([N+](=O)[O-])=CC(C(=O)O)=CC1(C(N)=O)[N+](=O)[O-], NO, [OH-], O. Product: CC1C([N+](=O)[O-])=CC(C(=O)O)=C(N)C1(C(N)=O)[N+](=O)[O-]. RXN SMILES: [CH3:25][CH2:26][OH:27].[CH3:29][OH:30].[ClH:20].[K+:24].[N+:1](=[O:2])([O-:3])[C:4]1([C:17](=[O:18])[NH2:19])[CH:5]([CH3:16])[C:6]([N+:13](=[O:14])[O-:15])=[CH:7][C:8]([C:10](=[O:11])[OH:12])=[CH:9]1.[NH2:21][OH:22].[OH-:23].[OH2:28]>>[N+:1](=[O:2])([O-:3])[C:4]1([C:17](=[O:18])[NH2:19])[CH:5]([CH3:16])[C:6]([N+:13](=[O:14])[O-:15])=[CH:7][C:8]([C:10](=[O:11])[OH:12])=[C:9]1[NH2:21]. Reactants: ClC1=C(C=CC2=CC(=CC(=C12)F)C1=CC=C(C=C1)OC)O (1-chloro-8-fluoro-6-(4-methoxyphenyl)-2-naphthol), B(Br)(Br)Br (boron tribromide). Yields the product ClC1=C(C=CC2=CC(=CC(=C12)F)C1=CC=C(C=C1)O)O (1-Chloro-8-fluoro-6-(4-hydroxyphenyl)-2-naphthol), white solid. The yield is 38.0%. As a reaction SMILES: [Cl:1][C:2]1[C:11]2[C:6](=[CH:7][C:8]([C:13]3[CH:18]=[CH:17][C:16]([O:19]C)=[CH:15][CH:14]=3)=[CH:9][C:10]=2[F:12])[CH:5]=[CH:4][C:3]=1[OH:21].B(Br)(Br)Br>>[Cl:1][C:2]1[C:11]2[C:6](=[CH:7][C:8]([C:13]3[CH:14]=[CH:15][C:16]([OH:19])=[CH:17][CH:18]=3)=[CH:9][C:10]=2[F:12])[CH:5]=[CH:4][C:3]=1[OH:21]. Procedure details: The title compound was prepared by reacting 1-chloro-8-fluoro-6-(4-methoxyphenyl)-2-naphthol (0.14 g, 0.46 mmol) with boron tribromide (0.69 mL of 1N solution, 0.69 mmol) according to method D to yield 0.050 g (38%) of a white solid mp 174-176° C.; 1H NMR (DMSO-d6): δ 6.88 (2H, d, J=8.62 Hz), 7.33 (1H, d, J=8.92 Hz), 7.60-7.67 (3H, m), 7.86 (1H, dd, J=1.43 Hz, J=9.02 Hz), 7.95 (1H, d, J=1.37 Hz), 9.68 (1H, s), 10.59 (1H, s); MS (ESI) m/z 287/289 (M−H)−.